This data is from the Open Reaction Database (ORD), a public repository of structured organic reaction records. The task is: describe an organic reaction: reactants, conditions, products, and yield The reactants are C1(CCCCC1)OC1=NC(=C(C(=N1)S(=O)(=O)C)C1=CC=C(C=C1)Cl)C1=C(C=C(C=C1)Cl)Cl (2-Cyclohexyloxy-4-(methylsulfonyl)-5-(4-chlorophenyl)-6-(2,4-dichlorophenyl)pyrimidine), C(CCC)[Li] (n-butyl lithium), C(C)(C)O (isopropanol). The product is C1(CCCCC1)COC1=NC(=C(C(=N1)OC(C)C)C1=CC=C(C=C1)Cl)C1=C(C=C(C=C1)Cl)Cl (2-cyclohexylmethyloxy-4-isopropoxy-5-(4-chlorophenyl)-6-(2,4-dichlorophenyl)pyrimidine). RXN SMILES: [CH:1]1([O:7][C:8]2[N:13]=[C:12](S(C)(=O)=O)[C:11]([C:18]3[CH:23]=[CH:22][C:21]([Cl:24])=[CH:20][CH:19]=3)=[C:10]([C:25]3[CH:30]=[CH:29][C:28]([Cl:31])=[CH:27][C:26]=3[Cl:32])[N:9]=2)[CH2:6][CH2:5][CH2:4][CH2:3][CH2:2]1.[CH2:33]([Li])CCC.[CH:38]([OH:41])([CH3:40])[CH3:39]>>[CH:2]1([CH2:1][O:7][C:8]2[N:13]=[C:12]([O:41][CH:38]([CH3:40])[CH3:39])[C:11]([C:18]3[CH:23]=[CH:22][C:21]([Cl:24])=[CH:20][CH:19]=3)=[C:10]([C:25]3[CH:30]=[CH:29][C:28]([Cl:31])=[CH:27][C:26]=3[Cl:32])[N:9]=2)[CH2:33][CH2:6][CH2:5][CH2:4][CH2:3]1. Procedure: 2-Cyclohexyloxy-4-methylsulfonyl-5-(4-chlorophenyl)-6-(2,4-dichlorophenyl)pyrimidine (HRf product, Example 51, Step A),(24 mg, 0.1 mmol) was reacted with 1 equivalent each of n-butyl lithium and isopropanol by the procedure described in Reference Examples 6 and 7. Workup and flash column chromatography on silica gel (eluted with 95/5 hexanes/ethyl acetate) afforded 2-cyclohexylmethyloxy-4-isopropoxy-5-(4-chlorophenyl)-6-(2,4-dichlorophenyl)pyrimidine. HPLC/Rt=5.47 min. 1H-NMR 500 MHz (CDCl3): δ ...